From a dataset of the Open Reaction Database (ORD), a public repository of structured organic reaction records. describe an organic reaction: reactants, conditions, products, and yield Starting materials: ClCCl, Nc1cccc(CC2CCCC=C2c2nc(-c3ccccc3)c(-c3ccccc3)o2)c1, O=C=NS(=O)(=O)c1ccccc1. Yields the product O=C(Nc1cccc(CC2CCCC=C2c2nc(-c3ccccc3)c(-c3ccccc3)o2)c1)NS(=O)(=O)c1ccccc1. Reaction SMILES: [CH2:44]([Cl:45])[Cl:46].[c:1]1(-[c:7]2[n:8][c:9]([C:18]3=[CH:23][CH2:22][CH2:21][CH2:20][CH:19]3[CH2:24][c:25]3[cH:26][c:27]([NH2:31])[cH:28][cH:29][cH:30]3)[o:10][c:11]2-[c:12]2[cH:13][cH:14][cH:15][cH:16][cH:17]2)[cH:2][cH:3][cH:4][cH:5][cH:6]1.[c:32]1([S:38](=[O:39])(=[O:40])[N:41]=[C:42]=[O:43])[cH:33][cH:34][cH:35][cH:36][cH:37]1>>[c:1]1(-[c:7]2[n:8][c:9]([C:18]3=[CH:23][CH2:22][CH2:21][CH2:20][CH:19]3[CH2:24][c:25]3[cH:26][c:27]([NH:31][C:42]([NH:41][S:38]([c:32]4[cH:33][cH:34][cH:35][cH:36][cH:37]4)(=[O:39])=[O:40])=[O:43])[cH:28][cH:29][cH:30]3)[o:10][c:11]2-[c:12]2[cH:13][cH:14][cH:15][cH:16][cH:17]2)[cH:2][cH:3][cH:4][cH:5][cH:6]1. Reactants: CC1(OC2=C(C1)C=CC=C2O)C (2,3-dihydro-2,2-dimethyl-7-benzofuranol), [N+](=O)(O)[O-] (nitric acid), phenols. Solvent: CCOCC (ether). Conditions: time 20 minute. Yields the product CC1(OC2=C(C1)C(=CC=C2O)[N+](=O)[O-])C (2,3-Dihydro-2,2-dimethyl-4-nitro-7-benzofuranol). Reaction SMILES: [CH3:1][C:2]1([CH3:12])[CH2:6][C:5]2[CH:7]=[CH:8][CH:9]=[C:10]([OH:11])[C:4]=2[O:3]1.[N+:13]([O-])([OH:15])=[O:14]>CCOCC>[CH3:1][C:2]1([CH3:12])[CH2:6][C:5]2[C:7]([N+:13]([O-:15])=[O:14])=[CH:8][CH:9]=[C:10]([OH:11])[C:4]=2[O:3]1. Reported procedure: To a solution of 2,3-dihydro-2,2-dimethyl-7-benzofuranol (16.4 g, 0.1 mol) in 150 ml of ether, 70% nitric acid (9.0 g, 0.1 mol) was slowly dropwise added at room temperature. The reaction solution was stirred for further 20 minutes, then washed with water, dried over anhydrous sodium sulfate and concentrated. The solid substance thereby obtained, was repeatedly recrystallized from hexane-ethyl acetate, whereby 6.2 g of 2,3-dihydro-2,2-dimethyl-4-nitro-7-benzofuranol and 6.0 g of 2,3-dihydro-2,2-... The reactants are CC(COCCCC=CCCC=CCCCO)(C)C (12-(2,2-dimethylpropoxy)-4,8-dodecadien-1-ol), C=1C=C[NH+]=CC1.[O-][Cr](=O)(=O)Cl (PCC). Run in ClCCl (dichloromethane). Conditions: time 1 hour. Yields the product CC(COC1CCC=CCCC=CCCC1=O)(C)C (12-(2,2-dimethylpropoxy)-4,8-cyclododecadien-1-one). Isolated yield 86.6%. Reaction SMILES: [CH3:1][C:2]([CH3:19])([CH3:18])[CH2:3][O:4][CH2:5][CH2:6][CH2:7][CH:8]=[CH:9][CH2:10][CH2:11][CH:12]=[CH:13][CH2:14][CH2:15][CH2:16][OH:17].C1C=C[NH+]=CC=1.[O-][Cr](Cl)(=O)=O>ClCCl>[CH3:1][C:2]([CH3:19])([CH3:18])[CH2:3][O:4][CH:5]1[C:16](=[O:17])[CH2:15][CH2:14][CH:13]=[CH:12][CH2:11][CH2:10][CH:9]=[CH:8][CH2:7][CH2:6]1 |f:1.2|. Procedure: The method employed was identical to that described in example 1(c), but using as starting products 4.82 g of 12-(2,2-dimethylpropoxy)-4,8-dodecadien-1-ol, 7.8 g of PCC and 50 ml of dichloromethane. The stirring was carried out for 1 h. 4.11 g of 12-(2,2-dimethylpropoxy)-4,8-cyclododecadien-1-one were obtained. Starting materials: [Cl-].CC1(CC[C@@H](O1)C[NH3+])C ((R)-(5,5-dimethyltetrahydrofuran-2-yl)methanaminium chloride), [Cl-].CC1(CC[C@@H](O1)C[NH3+])C ((R)-(5,5-dimethyltetrahydrofuran-2-yl)methanaminium chloride), BrC1=CC=2N(C=C1)C(=CN2)C(=O)NC=2C=C(C(=O)O)C=CC2F (3-(7-Bromoimidazo[1,2-a]pyridine-3-carboxamido)-4-fluorobenzoic acid), BrC1=CC=2N(C=C1)C(=CN2)C(=O)NC=2C=C(C(=O)O)C=CC2F (3-(7-Bromoimidazo[1,2-a]pyridine-3-carboxamido)-4-fluorobenzoic acid). Product: BrC1=CC=2N(C=C1)C(=CN2)C(=O)NC2=C(C=CC(=C2)C(NC[C@H]2OC(CC2)(C)C)=O)F ((S)-7-Bromo-N-(5-((5,5-dimethyltetrahydrofuran-2-yl)methylcarbamoyl)-2-fluorophenyl)imidazo[1,2-a]pyridine-3-carboxamide). RXN SMILES: [Cl-].[CH3:2][C:3]1([CH3:10])[O:7][C@@H:6]([CH2:8][NH3+:9])[CH2:5][CH2:4]1.[Br:11][C:12]1[CH:17]=[CH:16][N:15]2[C:18]([C:21]([NH:23][C:24]3[CH:25]=[C:26]([CH:30]=[CH:31][C:32]=3[F:33])[C:27](O)=[O:28])=[O:22])=[CH:19][N:20]=[C:14]2[CH:13]=1>>[Br:11][C:12]1[CH:17]=[CH:16][N:15]2[C:18]([C:21]([NH:23][C:24]3[CH:25]=[C:26]([C:27](=[O:28])[NH:9][CH2:8][C@@H:6]4[CH2:5][CH2:4][C:3]([CH3:10])([CH3:2])[O:7]4)[CH:30]=[CH:31][C:32]=3[F:33])=[O:22])=[CH:19][N:20]=[C:14]2[CH:13]=1 |f:0.1|. Procedure details: The title compound was prepared from (R)-(5,5-dimethyltetrahydrofuran-2-yl)methanaminium chloride (Intermediate 9B) and 3-(7-Bromoimidazo[1,2-a]pyridine-3-carboxamido)-4-fluoro benzoic acid (prepared by hydrolysis of methyl 3-(7-bromoimidazo[1,2-a]pyridine-3-carboxamido)-4-fluorobenzoate (Intermediate 1A) using NaOH) analogously to Example 7.4 step 1; Product: CC1=C2[C@H]([C@@H]([C@@]3([C@H](C[C@@H]4[C@]([C@H]3C[C@](C2(C)C)(C[C@@H]1OC(=O)C)O)(CO4)OC(=O)C)O)C)O)OC(=O)C (9-dihydro-13-acetyl baccatin III). RXN SMILES: C[C@H]1[C@H]2C[C@H]3C(C)(C)[C@@H](CC[C@]2(C)CCC1)[C@H](C)CC3.[CH3:21][C:22]1[C@@H:38]([O:39][C:40]([CH3:42])=[O:41])[CH2:37][C@:33]2([OH:43])[C:34]([CH3:36])([CH3:35])[C:23]=1[C@@H:24]([O:62][C:63]([CH3:65])=[O:64])[C@H:25]([OH:61])[C@@:26]1([CH3:60])[C@H:31]([C@@H:32]2OC(C2C=CC=CC=2)=O)[C@:30]2([O:55][C:56]([CH3:58])=[O:57])[CH2:53][O:54][C@@H:29]2[CH2:28][C@@H:27]1[OH:59]>CO>[CH3:21][C:22]1[C@@H:38]([O:39][C:40]([CH3:42])=[O:41])[CH2:37][C@@:33]2([OH:43])[C:34]([CH3:35])([CH3:36])[C:23]=1[C@@H:24]([O:62][C:63]([CH3:65])=[O:64])[C@H:25]([OH:61])[C@@:26]1([CH3:60])[C@H:31]([CH2:32]2)[C@:30]2([O:55][C:56]([CH3:58])=[O:57])[CH2:53][O:54][C@@H:29]2[CH2:28][C@@H:27]1[OH:59]. Solvent: CO (methanol). Reaction conditions: time 1 hour. Procedure details: Isolation of A Major Taxane, 9-dihydro-13-acetylbaccatin III: The solid is transferred to a 200 mL erlenmeyer flask and dissolved in 100 mL of methanol. After one hour, crystals of 9-dihydro-13-acetlybaccatin III are observed and the mixture is left at -20° C. for 18 hours to favor crystallization. The solid is filtered in the usual manner and washed with 2×10 mL, of cold methanol. The filtrate and the washings are kept aside for the next step (Filtrate A). The solid is often contaminated with b... Starting materials: C[C@@H]1CCC[C@@]2([C@@H]1C[C@@H]3CC[C@H]([C@@H](C3(C)C)CC2)C)C (Taxane), CC1=C2[C@H]([C@@H]([C@@]3([C@H](C[C@@H]4[C@]([C@H]3[C@@H]([C@@](C2(C)C)(C[C@@H]1OC(=O)C)O)OC(=O)C5=CC=CC=C5)(CO4)OC(=O)C)O)C)O)OC(=O)C (9-dihydro-13-acetylbaccatin III), 9-dihydro-13-acetlybaccatin. The reactants are CCCC[N+](CCCC)(CCCC)CCCC.O.O.O.[F-] (Tetrabutylammoniumfluoride trihydrate), [Si](C)(C)(C(C)(C)C)OC(C(=O)NC1=NC=C(C=C1)C)CCS(=O)(=O)C (2-{[tert-butyl(dimethyl)silyl]oxy}-N-(5-methylpyridin-2-yl)-4-(methylsulfonyl)butanamide), O (Water), CCOC(=O)C (EtOAc). Run in C1CCOC1 (THF). Conditions: time 30 minute. Yields the product OC(C(=O)NC1=NC=C(C=C1)C)CCS(=O)(=O)C (2-hydroxy-N-(5-methylpyridin-2-yl)-4-(methylsulfonyl)butanamide). The yield is 69.1%. Reaction SMILES: CCCC[N+](CCCC)(CCCC)CCCC.O.O.O.[F-].[Si]([O:29][CH:30]([CH2:41][CH2:42][S:43]([CH3:46])(=[O:45])=[O:44])[C:31]([NH:33][C:34]1[CH:39]=[CH:38][C:37]([CH3:40])=[CH:36][N:35]=1)=[O:32])(C(C)(C)C)(C)C.O.CCOC(C)=O>C1COCC1>[OH:29][CH:30]([CH2:41][CH2:42][S:43]([CH3:46])(=[O:45])=[O:44])[C:31]([NH:33][C:34]1[CH:39]=[CH:38][C:37]([CH3:40])=[CH:36][N:35]=1)=[O:32] |f:0.1.2.3.4|. Reported procedure: Tetrabutylammoniumfluoride trihydrate (1.43 g, 4.54 mmol) was added to a stirred solution of 2-{[tert-butyl(dimethyl)silyl]oxy}-N-(5-methylpyridin-2-yl)-4-(methylsulfonyl)butanamide (Step 3) (1.17 g, 3.03 mmol) in THF (10 mL). The reaction mixture was kept at ambient temperature for 30 minutes. Water and EtOAc were added and the two phases were separated. The aqueous phase was extracted with EtOAc. The organic extracts were combined and washed with water, dried over MgSO4 and concentrated in vac... The reactants are C(CCC)OC1=CC=C(C=C1)S(=O)(=O)N1CC(CC1)OS(=O)(=O)C (methanesulfonic acid 1-(4-butoxy-benzenesulfonyl)-pyrrolidin-3-yl ester), C(C1=CC=CC=C1)N (benzylamine). Solvent: O1CCCC1 (tetrahydrofuran), O1CCCC1 (tetrahydrofuran). Run at temperature 100 celsius, time 2 day. The product is C(C1=CC=CC=C1)NC1CN(CC1)S(=O)(=O)C1=CC=C(C=C1)OCCCC (Benzyl-[1-(4-butoxy-benzenesulfonyl)-pyrrolidin-3-yl]-amine). The yield is 95.9%. Reaction SMILES: [CH2:1]([O:5][C:6]1[CH:11]=[CH:10][C:9]([S:12]([N:15]2[CH2:19][CH2:18][CH:17](OS(C)(=O)=O)[CH2:16]2)(=[O:14])=[O:13])=[CH:8][CH:7]=1)[CH2:2][CH2:3][CH3:4].[CH2:25]([NH2:32])[C:26]1[CH:31]=[CH:30][CH:29]=[CH:28][CH:27]=1>O1CCCC1>[CH2:25]([NH:32][CH:17]1[CH2:18][CH2:19][N:15]([S:12]([C:9]2[CH:10]=[CH:11][C:6]([O:5][CH2:1][CH2:2][CH2:3][CH3:4])=[CH:7][CH:8]=2)(=[O:14])=[O:13])[CH2:16]1)[C:26]1[CH:31]=[CH:30][CH:29]=[CH:28][CH:27]=1. Reported procedure: A solution of methanesulfonic acid 1-(4-butoxy-benzenesulfonyl)-pyrrolidin-3-yl ester (1.51 g, 4 mmol) in tetrahydrofuran (8 ml) was added benzylamine (3.46 g, 32 mmol) and the mixture was stirred at 100° C. for 2 days. After cooling to room temperature the tetrahydrofuran was evaporated, and the residue washed with hexanes. The solid was stirred with 10% sodium carbonate solution (30 ml) and ethyl acetate (40 ml), and the organic solution was washed brine, dried over anhydrous sodium sulfate, a... Reactants: CCCCCCOc1ccc2c(c1)CC(O)c1cc(OCCCCCC)ccc1-2, CCN(CC)S(F)(F)F, ClCCl. Yields the product CCCCCCOc1ccc2c(c1)CC(F)c1cc(OCCCCCC)ccc1-2. Reaction SMILES: [CH2:1]([CH2:2][CH2:3][CH2:4][CH2:5][CH3:6])[O:7][c:8]1[cH:9][c:10]2[c:19]([cH:20][cH:21]1)-[c:18]1[c:13]([cH:14][c:15]([O:22][CH2:23][CH2:24][CH2:25][CH2:26][CH2:27][CH3:28])[cH:16][cH:17]1)[CH:12]([OH:29])[CH2:11]2.[CH2:30]([N:31]([S:32]([F:33])([F:34])[F:36])[CH2:35][CH3:37])[CH3:38].[Cl:39][CH2:40][Cl:41]>>[CH2:1]([CH2:2][CH2:3][CH2:4][CH2:5][CH3:6])[O:7][c:8]1[cH:9][c:10]2[c:19]([cH:20][cH:21]1)-[c:18]1[c:13]([cH:14][c:15]([O:22][CH2:23][CH2:24][CH2:25][CH2:26][CH2:27][CH3:28])[cH:16][cH:17]1)[CH:12]([F:36])[CH2:11]2. The reactants are Br, COc1c(C(N)=O)ncc[n+]1[O-]. The product is NC(=O)c1ncc[n+]([O-])c1O. Reaction SMILES: [BrH:13].[CH3:1][O:2][c:3]1[c:4]([C:10](=[O:11])[NH2:12])[n:5][cH:6][cH:7][n+:8]1[O-:9]>>[OH:2][c:3]1[c:4]([C:10](=[O:11])[NH2:12])[n:5][cH:6][cH:7][n+:8]1[O-:9].